From a dataset of the Open Reaction Database (ORD), a public repository of structured organic reaction records. describe an organic reaction: reactants, conditions, products, and yield Isolated yield 88.6%. The reagents and catalysts are FC(S(=O)(=O)O)(F)F (Trifluoromethanesulphonic acid). Reaction SMILES: [Si:1]([O:8][CH2:9][CH2:10][C@H:11]([OH:23])[CH2:12][CH2:13][CH2:14][CH2:15][CH2:16][CH2:17][CH2:18][CH2:19][CH2:20][CH2:21][CH3:22])([C:4]([CH3:7])([CH3:6])[CH3:5])([CH3:3])[CH3:2].ClC(Cl)(Cl)C(=N)O[CH2:28][C:29]1[CH:34]=[CH:33][CH:32]=[CH:31][CH:30]=1.ClCCl.C(=O)(O)[O-].[Na+]>FC(F)(F)S(O)(=O)=O.C1CCCCC1>[CH2:28]([O:23][C@H:11]([CH2:12][CH2:13][CH2:14][CH2:15][CH2:16][CH2:17][CH2:18][CH2:19][CH2:20][CH2:21][CH3:22])[CH2:10][CH2:9][O:8][Si:1]([C:4]([CH3:7])([CH3:6])[CH3:5])([CH3:3])[CH3:2])[C:29]1[CH:34]=[CH:33][CH:32]=[CH:31][CH:30]=1 |f:3.4|. The solvent is C1CCCCC1 (cyclohexane). Product: C(C1=CC=CC=C1)O[C@@H](CCO[Si](C)(C)C(C)(C)C)CCCCCCCCCCC ((R)-3-Benzyloxy-1-tert-butyl-dimethylsiloxytetradecane). Starting materials: C([O-])(O)=O.[Na+] (sodium bicarbonate), [Si](C)(C)(C(C)(C)C)OCC[C@@H](CCCCCCCCCCC)O ((R)-1-t-Butyldimethylsilyloxy-3-hydroxytetradecane), ClC(C(OCC1=CC=CC=C1)=N)(Cl)Cl (benzyl trichloroacetimidate), ClCCl (dichloromethane). Procedure details: Trifluoromethanesulphonic acid (0.14 mL, 1.6 mmol) was added to a mixture of alcohol 10 (6.9 g, 20 mmol) and benzyl trichloroacetimidate (12.3 g, 49 mmol) in a 1:1 mixture of dichloromethane and cyclohexane (320 mL) at room temperature. After completion of the reaction (5 h) a saturated solution of sodium bicarbonate (50 mL) was added and the phases were separated. The aqueous phase was extracted with ethyl acetate (2×50 mL) and the organic phases were washed with brine (50 mL), dried (MgSO4), a... The reactants are CC(C(N1CCCC1)=O)(C)NC(OC(C)(C)C)=O (tert-butyl 2-methyl-1-oxo-1-(pyrrolidin-1-yl)propan-2-ylcarbamate), [O-]S(=O)(=O)[O-].[Na+].[Na+] (Na2SO4), resultant mixture, CC(C(N1CCCC1)=O)(C)NC(OC(C)(C)C)=O (tert-butyl 2-methyl-1-oxo-1-(pyrrolidin-1-yl)propan-2-ylcarbamate), [H-].[H-].[H-].[H-].[Li+].[Al+3] (LAH), [OH-].[Na+] (NaOH). Run in CCOCC (Et2O), C1CCOC1 (THF), C1CCOC1 (THF). Reaction conditions: temperature 40 celsius. Yields the product CNC(CN1CCCC1)(C)C (N,2-Dimethyl-1-(pyrrolidin-1-yl)propan-2-amine). As a reaction SMILES: [CH3:1][C:2]([NH:11][C:12](=O)OC(C)(C)C)([CH3:10])[C:3](=O)[N:4]1[CH2:8][CH2:7][CH2:6][CH2:5]1.[H-].[H-].[H-].[H-].[Li+].[Al+3].[O-]S([O-])(=O)=O.[Na+].[Na+].[OH-].[Na+]>C1COCC1.CCOCC>[CH3:12][NH:11][C:2]([CH3:10])([CH3:1])[CH2:3][N:4]1[CH2:8][CH2:7][CH2:6][CH2:5]1 |f:1.2.3.4.5.6,7.8.9,10.11|. Reported procedure: To a solution of tert-butyl 2-methyl-1-oxo-1-(pyrrolidin-1-yl)propan-2-ylcarbamate (Compound F5) (2.696 g, 10.52 mmol) in THF (20 mL) was a 1M LAH in THF (42.1 mL, 42.07 mmol) solution dropwise added (over approximately 10 min) at 0° C. under a nitrogen atmosphere. The resultant mixture was stirred at rt for 1 h and heated at 40° C. over night. The reaction was cooled to 0° C. and Na2SO4×10H2O followed by NaOH (2M, 2 mL) was added. The mixture was diluted with Et2O (100 mL) and the resultant mix... Reactants: NC1=C(NC2=C(SC=C2)C(=O)OC)C=CC(=C1)Cl (Methyl 3-(2-amino-4-chloroanilino)-thiophene-2-carboxylate), NC1=C(NC2=C(C3=C(S2)CCCC3)C(=O)OCC)C=CC(=C1)F (Ethyl 2-(2-amino-4-fluoroanilino)4,5,6,7-tetrahydrobenzo[b]thiophene-3-carboxylate). Product: ClC=1C=CC2=C(NC(C3=C(N2)C=CS3)=O)C1 (7-Chloro-9,10-dihydro-4H-thieno[3,2-b][1,5]benzodiazepin-10-one). Reaction SMILES: [NH2:1][C:2]1[CH:17]=[C:16]([Cl:18])[CH:15]=[CH:14][C:3]=1[NH:4][C:5]1[CH:9]=[CH:8][S:7][C:6]=1[C:10](OC)=[O:11].NC1C=C(F)C=CC=1NC1SC2CCCCC=2C=1C(OCC)=O>>[Cl:18][C:16]1[CH:15]=[CH:14][C:3]2[NH:4][C:5]3[CH:9]=[CH:8][S:7][C:6]=3[C:10](=[O:11])[NH:1][C:2]=2[CH:17]=1. Reported procedure: Methyl 3-(2-amino-4-chloroanilino)-thiophene-2-carboxylate, m.p. 255°-256° C. (EtOAc). Reactants: BrC1=CC2=C(N1C(C)C)C(N(C2=O)C2=C(C(=CC=C2)Cl)F)C2=CC=C(C#N)C=C2 (4-[2-bromo-5-(3-chloro-2-fluoro-phenyl)-1-isopropyl-4-oxo-1,4,5,6-tetrahydro-pyrrolo[3,4-b]pyrrol-6-yl]-benzonitrile), BrC1=CC2=C(N1C(C)C)C(N(C2=O)C2=C(C=CC(=C2)Cl)C)C2=CC=C(C=C2)Cl (2-bromo-5-(5-chloro-2-methyl-phenyl)-6-(4-chloro-phenyl)-1-isopropyl-5,6-dihydro-1H-pyrrolo[3,4-b]pyrrol-4-one), C(#N)C=1C=CC(=C(C1)B(O)O)OC (5-cyano-2-methoxyphenylboronic acid), BrC1=CC2=C(N1C(C)C)C(N(C2=O)C2=C(C(=CC=C2)Cl)F)C2=CC=C(C#N)C=C2 (4-[2-bromo-5-(3-chloro-2-fluoro-phenyl)-1-isopropyl-4-oxo-1,4,5,6-tetrahydro-pyrrolo[3,4-b]pyrrol-6-yl]-benzonitrile), COC1=NC=C(C(=N1)OC)B(O)O (2,4-dimethoxypyrimidine-5-boronic acid). Conditions: time 2 hour. Product: ClC=1C(=C(C=CC1)N1C(C=2N(C(=CC2C1=O)C=1C(=NC(=NC1)OC)OC)C(C)C)C1=CC=C(C#N)C=C1)F (4-[5-(3-Chloro-2-fluoro-phenyl)-2-(2,4-dimethoxy-pyrimidin-5-yl)-1-isopropyl-4-oxo-1,4,5,6-tetrahydro-pyrrolo[3,4-b]pyrrol-6-yl]-benzonitrile). As a reaction SMILES: Br[C:2]1[N:6]([CH:7]([CH3:9])[CH3:8])[C:5]2[CH:10]([C:22]3[CH:29]=[CH:28][C:25]([C:26]#[N:27])=[CH:24][CH:23]=3)[N:11]([C:14]3[CH:19]=[CH:18][CH:17]=[C:16]([Cl:20])[C:15]=3[F:21])[C:12](=[O:13])[C:4]=2[CH:3]=1.[CH3:30][O:31][C:32]1[N:37]=[C:36]([O:38][CH3:39])[C:35](B(O)O)=[CH:34][N:33]=1.BrC1N(C(C)C)C2C(C3C=CC(Cl)=CC=3)N(C3C=C(Cl)C=CC=3C)C(=O)C=2C=1.C(C1C=CC(OC)=C(B(O)O)C=1)#N>>[Cl:20][C:16]1[C:15]([F:21])=[C:14]([N:11]2[C:12](=[O:13])[C:4]3[CH:3]=[C:2]([C:35]4[C:36]([O:38][CH3:39])=[N:37][C:32]([O:31][CH3:30])=[N:33][CH:34]=4)[N:6]([CH:7]([CH3:9])[CH3:8])[C:5]=3[CH:10]2[C:22]2[CH:29]=[CH:28][C:25]([C:26]#[N:27])=[CH:24][CH:23]=2)[CH:19]=[CH:18][CH:17]=1. Reported procedure: The title compound was prepared in analogy to the procedure described for Example 17 but 4-[2-bromo-5-(3-chloro-2-fluoro-phenyl)-1-isopropyl-4-oxo-1,4,5,6-tetrahydro-pyrrolo[3,4-b]pyrrol-6-yl]-benzonitrile (Intermediate I) and 2,4-dimethoxypyrimidine-5-boronic acid were used instead of 2-bromo-5-(5-chloro-2-methyl-phenyl)-6-(4-chloro-phenyl)-1-isopropyl-5,6-dihydro-1H-pyrrolo[3,4-b]pyrrol-4-one and 5-cyano-2-methoxyphenylboronic acid respectively. The reaction was performed at 75° C. for 2 h and... Reactants: C(=O)(Cl)Cl (phosgene), C(=O)(Cl)Cl (phosgene), C(=O)(Cl)Cl (phosgene), C(=O)(Cl)Cl (phosgene), C(=O)(Cl)Cl (phosgene), C(C1=CC=CC=C1)OC(C(=O)O)(C)OC1=CC=CC=C1 (benzyloxyphenoxypropionic acid), C(=O)(Cl)Cl (phosgene), C(=O)(Cl)Cl (phosgene). Reagents/catalysts: CN(C=O)C (dimethylformamide). Solvent: C1(=CC=CC=C1)C (toluene). Run at temperature 80 celsius. Product: C(C1=CC=CC=C1)OC(CC(=O)Cl)OC1=CC=CC=C1 (Benzyloxyphenoxypropionyl Chloride). As a reaction SMILES: [C:1]([Cl:4])(Cl)=[O:2].[CH2:5]([O:12][C:13]([O:18][C:19]1[CH:24]=[CH:23][CH:22]=[CH:21][CH:20]=1)(C)[C:14](O)=O)[C:6]1[CH:11]=[CH:10][CH:9]=[CH:8][CH:7]=1>CN(C)C=O.C1(C)C=CC=CC=1>[CH2:5]([O:12][CH:13]([O:18][C:19]1[CH:24]=[CH:23][CH:22]=[CH:21][CH:20]=1)[CH2:14][C:1]([Cl:4])=[O:2])[C:6]1[CH:7]=[CH:8][CH:9]=[CH:10][CH:11]=1. Procedure details: A three-liter, round-bottom flask was obtained and fitted with an overhead stirrer, a thermocouple, a temperature controller, an addition funnel with a cold trap overhead, and a line leading to a phosgene cyclinder. Also it was fitted with an exit line to a nitrogen/vacuum source, a heating mantle, and a catch basin. The exit line went to a condenser and a caustic scrubber. Into this flask was placed 183.2 g (0.67 mole) benzyloxyphenoxypropionic acid, 900 ml of toluene, and 2.9 g (0.04 mole) dim...